This data is from the Open Reaction Database (ORD), a public repository of structured organic reaction records. The task is: describe an organic reaction: reactants, conditions, products, and yield Reactants: C1(=CC=CC=C1)S(=O)(=O)N1C=CC=2C1=NC=C(C2)[N+](=O)[O-] (1-benzenesulfonyl-5-nitro-1H-pyrrolo[2,3-b]pyridine). Reagents/catalysts: [Pd] (palladium on activated carbon). Run in O1CCCC1 (tetrahydrofuran). Reaction conditions: time 48 hour. Product: C1(=CC=CC=C1)S(=O)(=O)N1C=CC=2C1=NC=C(C2)N (1-benzenesulfonyl-1H-pyrrolo[2,3-b]pyridin-5-ylamine). Isolated yield 99.8%. RXN SMILES: [C:1]1([S:7]([N:10]2[C:14]3=[N:15][CH:16]=[C:17]([N+:19]([O-])=O)[CH:18]=[C:13]3[CH:12]=[CH:11]2)(=[O:9])=[O:8])[CH:6]=[CH:5][CH:4]=[CH:3][CH:2]=1>O1CCCC1.[Pd]>[C:1]1([S:7]([N:10]2[C:14]3=[N:15][CH:16]=[C:17]([NH2:19])[CH:18]=[C:13]3[CH:12]=[CH:11]2)(=[O:8])=[O:9])[CH:6]=[CH:5][CH:4]=[CH:3][CH:2]=1. Procedure: To a solution of 1-benzenesulfonyl-5-nitro-1H-pyrrolo[2,3-b]pyridine (2.8 g, 9.24 mmol) in tetrahydrofuran (50 mL) was added 10% palladium on activated carbon (0.98 g). The resulting mixture was stirred under hydrogen (50 psi) for 48 h at room temperature. The catalyst was removed by filtration and the filtrate was concentrated to afford 1-benzenesulfonyl-1H-pyrrolo[2,3-b]pyridin-5-ylamine (2.52 g, 100%) as a yellow oil which was used in the next step without purification: LC/MS m/e calcd for C1... Starting materials: CC(C)(C)OC(=O)NC1Cc2cc(Br)ccc2N(Cc2ccccc2)C1, C1CCOC1, CO, OB(O)c1ccc(F)cc1, [K+], [K+], N#N, O=C([O-])[O-]. Yields the product CC(C)(C)OC(=O)NC1Cc2cc(-c3ccc(F)cc3)ccc2N(Cc2ccccc2)C1. Reaction SMILES: [C:1]([CH3:2])([CH3:3])([CH3:4])[O:5][C:6]([NH:7][CH:8]1[CH2:9][N:10]([CH2:19][c:20]2[cH:21][cH:22][cH:23][cH:24][cH:25]2)[c:11]2[cH:12][cH:13][c:14]([Br:18])[cH:15][c:16]2[CH2:17]1)=[O:26].[CH2:47]1[O:48][CH2:49][CH2:50][CH2:51]1.[CH3:45][OH:46].[F:27][c:28]1[cH:29][cH:30][c:31]([B:34]([OH:35])[OH:36])[cH:32][cH:33]1.[K+:37].[K+:38].[N:43]#[N:44].[O-:39][C:40]([O-:41])=[O:42]>>[C:1]([CH3:2])([CH3:3])([CH3:4])[O:5][C:6]([NH:7][CH:8]1[CH2:9][N:10]([CH2:19][c:20]2[cH:21][cH:22][cH:23][cH:24][cH:25]2)[c:11]2[cH:12][cH:13][c:14](-[c:31]3[cH:30][cH:29][c:28]([F:27])[cH:33][cH:32]3)[cH:15][c:16]2[CH2:17]1)=[O:26]. Starting materials: P(=O)(Cl)(Cl)Cl (phosphoryl chloride), CN(C=O)C (DMF), COC1=C(C(=C(C(=C1)C)C=CC(C)(O)C)C)C (4-(4-methoxy-2,3,6-trimethylphenyl)-2-methyl-3-buten-2-ol), CN(C=O)C (N,N-dimethylformamide), C(C)(=O)[O-].[Na+] (sodium acetate). The solvent is O (water). Conditions: temperature 80 celsius, time 1 hour. Yields the product C[N+](=CCl)C.[Cl-] (Vilsmeier reagent), COC1=C(C(=C(C(=C1)C)C=CC(=CC=O)C)C)C (5-(4-Methoxy-2,3,6-trimethylphenyl)-3-methyl-2,4-pentadien-1-al). Reaction SMILES: [CH3:1][O:2][C:3]1[CH:8]=[C:7]([CH3:9])[C:6]([CH:10]=[CH:11][C:12]([CH3:15])(O)[CH3:13])=[C:5]([CH3:16])[C:4]=1[CH3:17].P(Cl)(Cl)([Cl:20])=O.[C:23]([O-])(=[O:25])C.[Na+].[CH3:28][N:29]([CH3:32])[CH:30]=O>O>[CH3:28][N+:29]([CH3:32])=[CH:30][Cl:20].[Cl-:20].[CH3:1][O:2][C:3]1[CH:8]=[C:7]([CH3:9])[C:6]([CH:10]=[CH:11][C:12]([CH3:15])=[CH:13][CH:23]=[O:25])=[C:5]([CH3:16])[C:4]=1[CH3:17] |f:2.3,6.7|. Reported procedure: A solution of 4-(4-methoxy-2,3,6-trimethylphenyl)-2-methyl-3-buten-2-ol (3.98 g, 0.017 mol) in 8 mL of N,N-dimethylformamide (DMF) was stirred in an ice bath and the Vilsmeier reagent, which was prepared from 2.1 mL (3.4 g, 0.022 mol) of phosphoryl chloride and 3.5 mL of DMF at about 10° C., was added dropwise. The temperature of the reaction mixture was allowed to rise to 80° C. within 1 hr. The mixture was stirred for 3 hrs at 80° C. and, with cooling (ice bath), a solution of sodium acetate (... Reactants: CC1COCCN1c1nc(-c2ccc(N)cc2)nc2c1CCN(c1ncccn1)C2, Cn1ccc(N)n1, NCC1CC1, Nc1ccc(-c2nc3c(c(N4CCOCC4)n2)CNC(c2ncccn2)C3)cc1. Yields the product CC1COCCN1c1nc(-c2ccc(NC(=O)Nc3ccn(C)n3)cc2)nc2c1CCN(c1ncccn1)C2. As a reaction SMILES: [CH3:1][CH:2]1[CH2:3][O:4][CH2:5][CH2:6][N:7]1[c:8]1[c:9]2[c:10]([n:11][c:12](-[c:14]3[cH:15][cH:16][c:17]([NH2:18])[cH:19][cH:20]3)[n:13]1)[CH2:21][N:22]([c:25]1[n:26][cH:27][cH:28][cH:29][n:30]1)[CH2:23][CH2:24]2.[CH3:60][n:61]1[n:62][c:63]([NH2:66])[cH:64][cH:65]1.[CH:67]1([CH2:68][NH2:69])[CH2:70][CH2:71]1.[O:31]1[CH2:32][CH2:59][N:35]([c:36]2[c:37]3[c:48]([n:49][c:50](-[c:51]4[cH:52][cH:53][c:54]([NH2:55])[cH:56][cH:57]4)[n:58]2)[CH2:47][CH:40]([c:41]2[n:42][cH:43][cH:44][cH:45][n:46]2)[NH:39][CH2:38]3)[CH2:34][CH2:33]1>>[CH3:1][CH:2]1[CH2:3][O:4][CH2:5][CH2:6][N:7]1[c:8]1[c:9]2[c:10]([n:11][c:12](-[c:14]3[cH:15][cH:16][c:17]([NH:18][C:32](=[O:31])[NH:66][c:63]4[n:62][n:61]([CH3:60])[cH:65][cH:64]4)[cH:19][cH:20]3)[n:13]1)[CH2:21][N:22]([c:25]1[n:26][cH:27][cH:28][cH:29][n:30]1)[CH2:23][CH2:24]2.